Dataset: the Open Reaction Database (ORD), a public repository of structured organic reaction records. Task: describe an organic reaction: reactants, conditions, products, and yield Reactants: CN(C)C(=[N+](C)C)ON1C2=C(C=CC=C2)N=N1.[B-](F)(F)(F)F (TBTU), FC1=CC=C(C=C1)N1[C@@H]([C@H](C1=O)SCC(=O)C1=CC=C(C=C1)F)C1=CC=C(OCC(=O)O)C=C1 ([4-((2R,3R)-1-(4-fluorophenyl)-3-{[2-(4-fluorophenyl)-2-oxoethyl]thio}-4-oxoazetidin-2-yl)phenoxy]acetic acid), N[C@H](C)C(=O)OC(C)(C)C (tert-butyl D-alaninate), CN1CCOCC1 (4-methylmorpholine), C(=O)(C(F)(F)F)O (TFA). Solvent: C(Cl)Cl (DCM). Conditions: time 5 minute. The product is FC1=CC=C(C=C1)N1[C@@H]([C@H](C1=O)SCC(=O)C1=CC=C(C=C1)F)C1=CC=C(OCC(=O)N[C@H](C)C(=O)O)C=C1 (N-{[4-((2R,3R)-1-(4-fluorophenyl)-3-{[2-(4-fluorophenyl)-2-oxoethyl]thio}-4-oxoazetidin-2-yl)phenoxy]acetyl}-D-alanine). Yield: 99.2%. As a reaction SMILES: [F:1][C:2]1[CH:7]=[CH:6][C:5]([N:8]2[C:11](=[O:12])[C@H:10]([S:13][CH2:14][C:15]([C:17]3[CH:22]=[CH:21][C:20]([F:23])=[CH:19][CH:18]=3)=[O:16])[C@H:9]2[C:24]2[CH:34]=[CH:33][C:27]([O:28]CC(O)=O)=[CH:26][CH:25]=2)=[CH:4][CH:3]=1.[NH2:35][C@@H:36]([C:38]([O:40]C(C)(C)C)=[O:39])[CH3:37].CN1CC[O:49][CH2:48][CH2:47]1.CN(C(ON1N=NC2C=CC=CC1=2)=[N+](C)C)C.[B-](F)(F)(F)F.C(O)(C(F)(F)F)=O>C(Cl)Cl>[F:1][C:2]1[CH:7]=[CH:6][C:5]([N:8]2[C:11](=[O:12])[C@H:10]([S:13][CH2:14][C:15]([C:17]3[CH:22]=[CH:21][C:20]([F:23])=[CH:19][CH:18]=3)=[O:16])[C@H:9]2[C:24]2[CH:34]=[CH:33][C:27]([O:28][CH2:47][C:48]([NH:35][C@@H:36]([C:38]([OH:40])=[O:39])[CH3:37])=[O:49])=[CH:26][CH:25]=2)=[CH:4][CH:3]=1 |f:3.4|. Procedure details: [4-((2R,3R)-1-(4-fluorophenyl)-3-{[2-(4-fluorophenyl)-2-oxoethyl]thio}-4-oxoazetidin-2-yl)phenoxy]acetic acid (50 mg, 0.1 mmol), tert-butyl D-alaninate (23 mg, 0.12 mmol) and 4-methylmorpholine (31 mg, 0.31 mmol) were dissolved in DCM (1.5 ml) and stirred at room temperature for 5 minutes. TBTU (40 mg, 0.12 mmol) was added and the reaction mixture was stirred for 2 h. TFA (0.7 ml) was added and the solution was stirred for 90 minutes. TFA and DCM were removed under reduced pressure and the resid... Procedure: To a stirred suspension of NH4Cl (2.659 g, 49.72 mmol) in dry toluene (80 mL) was added tri-methyl aluminum (2M in toluene, 25.0 mL, 49.72 mmol) slowly at 5° C. then warm to room temperature and stirred for 2 h. A solution of (1-naphthalen-1-yl-cyclopentyl)-acetonitrile (342) (3.9 g, 16.57 mmol) in toluene (5 mL) was added to the above reaction mixture and stirred for 18 h at 85° C. (reaction was monitored by LC-MS). The reaction mixture was cooled to 0° C. and quenched with a suspension of sili... Conditions: time 2 hour. The reactants are C1(=CC=CC2=CC=CC=C12)C1(CCCC1)CC#N ((1-naphthalen-1-yl-cyclopentyl)-acetonitrile), CO (methanol), [NH4+].[Cl-] (NH4Cl), C[Al](C)C (tri-methyl aluminum). Yields the product C1(=CC=CC2=CC=CC=C12)C1(CCCC1)CC(=N)N (2-(1-naphthalen-1-yl-cyclopentyl)-acetamidine). Reaction SMILES: [NH4+:1].[Cl-].C[Al](C)C.[C:7]1([C:17]2([CH2:22][C:23]#[N:24])[CH2:21][CH2:20][CH2:19][CH2:18]2)[C:16]2[C:11](=[CH:12][CH:13]=[CH:14][CH:15]=2)[CH:10]=[CH:9][CH:8]=1.CO>C1(C)C=CC=CC=1.ClCCl>[C:7]1([C:17]2([CH2:22][C:23]([NH2:1])=[NH:24])[CH2:21][CH2:20][CH2:19][CH2:18]2)[C:16]2[C:11](=[CH:12][CH:13]=[CH:14][CH:15]=2)[CH:10]=[CH:9][CH:8]=1 |f:0.1|. The solvent is C1(=CC=CC=C1)C (toluene), ClCCl (dichloromethane), C1(=CC=CC=C1)C (toluene).